Dataset: the Open Reaction Database (ORD), a public repository of structured organic reaction records. Task: describe an organic reaction: reactants, conditions, products, and yield Reaction conditions: time 2 day. The solvent is C(C)(=O)O (acetic acid). Reaction SMILES: C(O[CH:4]1[NH:9][C:7](=[O:8])[CH2:6][CH2:5]1)C.S(=O)(=O)(O)O.[C:15]1([OH:21])[CH:20]=[CH:19][CH:18]=[CH:17][CH:16]=1>C(O)(=O)C>[OH:21][C:15]1[CH:20]=[CH:19][C:18]([CH:4]2[NH:9][C:7](=[O:8])[CH2:6][CH2:5]2)=[CH:17][CH:16]=1. Reported procedure: At 0° C., 12.9 g of γ-ethoxy-γ-butyrolactam, 10 ml of conc. sulphuric acid and 90 ml of glacial acetic acid were initially charged and admixed, a little at a time, with a total of 18.8 g of phenol. After thawing, the mixture was stirred at room temperature for 2 days. For work-up, the mixture was poured onto ice and extracted three times with ethyl acetate, and the combined extracts were washed once each with water and saturated sodium chloride solution, dried and concentrated. After some time, ... Yield: 18.9%. Yields the product OC1=CC=C(C=C1)C1CCC(=O)N1 (γ-4-hydroxyphenyl-γ-butyrolactam). Reactants: C(C)OC1CCC(=O)N1 (γ-ethoxy-γ-butyrolactam), S(O)(O)(=O)=O (sulphuric acid), C1(=CC=CC=C1)O (phenol).